Dataset: the Open Reaction Database (ORD), a public repository of structured organic reaction records. Task: describe an organic reaction: reactants, conditions, products, and yield Reactants: O=[N+]([O-])c1cc(Br)ccc1-n1ccnc1, CCO, Cl[Sn](Cl)(Cl)Cl. Yields the product Nc1cc(Br)ccc1-n1ccnc1. As a reaction SMILES: [Br:1][c:2]1[cH:3][c:4]([N+:13]([O-:14])=[O:15])[c:5](-[n:8]2[cH:9][n:10][cH:11][cH:12]2)[cH:6][cH:7]1.[CH3:21][CH2:22][OH:23].[Sn:16]([Cl:17])([Cl:18])([Cl:19])[Cl:20]>>[Br:1][c:2]1[cH:3][c:4]([NH2:13])[c:5](-[n:8]2[cH:9][n:10][cH:11][cH:12]2)[cH:6][cH:7]1. Starting materials: C(CCCCCCCCCCCCCCCCC)N=C=O (Octadecyl isocyanate), C(F)(F)(C(F)(F)C(F)(F)C(F)(F)C(F)(F)C(F)(F)C(F)(F)C(F)(F)F)CCO (C8F17CH2CH2OH), CH3 (CH2)16. Reaction conditions: temperature 90 celsius, time 8 hour. The product is C(CCCCCCCCCCCCCCCCC)NC(=O)OCCC(F)(F)C(F)(F)C(F)(F)C(F)(F)C(F)(F)C(F)(F)C(F)(F)C(F)(F)F (C18H37NHCOOCH2CH2C8F17). As a reaction SMILES: [CH2:1]([N:19]=[C:20]=[O:21])[CH2:2][CH2:3][CH2:4][CH2:5][CH2:6][CH2:7][CH2:8][CH2:9][CH2:10][CH2:11][CH2:12][CH2:13][CH2:14][CH2:15][CH2:16][CH2:17][CH3:18].[C:22]([CH2:47][CH2:48][OH:49])([C:25]([C:28]([C:31]([C:34]([C:37]([C:40]([C:43]([F:46])([F:45])[F:44])([F:42])[F:41])([F:39])[F:38])([F:36])[F:35])([F:33])[F:32])([F:30])[F:29])([F:27])[F:26])([F:24])[F:23]>>[CH2:1]([NH:19][C:20]([O:49][CH2:48][CH2:47][C:22]([C:25]([C:28]([C:31]([C:34]([C:37]([C:40]([C:43]([F:44])([F:45])[F:46])([F:41])[F:42])([F:38])[F:39])([F:35])[F:36])([F:33])[F:32])([F:30])[F:29])([F:27])[F:26])([F:24])[F:23])=[O:21])[CH2:2][CH2:3][CH2:4][CH2:5][CH2:6][CH2:7][CH2:8][CH2:9][CH2:10][CH2:11][CH2:12][CH2:13][CH2:14][CH2:15][CH2:16][CH2:17][CH3:18]. Procedure: Octadecyl isocyanate (29.5 g, 0.1 moles) and C8F17CH2CH2OH (46.4 g, 0.1 moles) were mixed under nitrogen and heated with stirring to 90° C. for 8 hours. An infrared spectrum showed no -NCO absorption, indicating completion of the reaction. The product is a white wax melting at 72-75° C. NMR showed proton resonances at 4.7 ppm (1 proton NH), 4.4 ppm (2 proton CH2OCO-), 3.2 ppm (2 protons CH2CH2NH), 2.5 ppm (2 protons C8F17CH2), 1.3 ppm (32 protons CH3(CH2)16) and 0.8 ppm (3 protons CH3 (CH2)16). The reactants are C[C@H]1OCC[C@H](C1)C=1N=CC(=NC1)N (5-((2R,4R)-2-methyltetrahydro-2H-pyran-4-yl)pyrazin-2-amine), C1CC(=O)N(C1=O)Br (NBS). Run in C(C)#N (acetonitrile). Conditions: temperature 0 celsius, time 15 minute. Product: BrC=1C(=NC=C(N1)[C@H]1C[C@H](OCC1)C)N (3-bromo-5-((2R,4R)-2-methyltetrahydro-2H-pyran-4-yl)pyrazin-2-amine). The yield is 87.7%. As a reaction SMILES: [CH3:1][C@@H:2]1[CH2:7][C@H:6]([C:8]2[N:9]=[CH:10][C:11]([NH2:14])=[N:12][CH:13]=2)[CH2:5][CH2:4][O:3]1.C1C(=O)N([Br:22])C(=O)C1>C(#N)C>[Br:22][C:10]1[C:11]([NH2:14])=[N:12][CH:13]=[C:8]([C@@H:6]2[CH2:5][CH2:4][O:3][C@H:2]([CH3:1])[CH2:7]2)[N:9]=1. Procedure details: To a solution of 5-((2R,4R)-2-methyltetrahydro-2H-pyran-4-yl)pyrazin-2-amine (40 mg, 0.207 mmol) in acetonitrile (3 mL) was added NBS (35.0 mg, 0.197 mmol) at 0° C. The reaction mixture was stirred at 0° C. for 15 min. After quenched with NaHCO3, the reaction mixture was extracted with EtOAc three times. The organic layers were combined and washed with water, and brine. Dried over Na2SO4, filtered and concentrated to afford 47 mg of 3-bromo-5-((2R,4R)-2-methyltetrahydro-2H-pyran-4-yl)pyrazin-2-a... The reactants are ClC1=CC=C(C(=O)C2=CC=C(CBr)C=C2)C=C1 (4-(4-chlorobenzoyl)benzyl bromide), CN1N=CC2=C(C1=O)C=CN2 (5-methyl-1H-pyrrolo[2,3-d]pyridazin-4(5H)-one), [H-].[Na+] (sodium hydride), O (water). Run in CN(C)C=O (DMF), CN(C)C=O (DMF), CN(C)C=O (DMF). Conditions: time 30 minute. Product: ClC1=CC=C(C(=O)C2=CC=C(CN3C=CC4=C3C=NN(C4=O)C)C=C2)C=C1 (1-[4-(4-Chlorobenzoyl)benzyl]-5-methyl-1H-pyrrolo-[2,3-d]pyridazin-4(5H)-one). The yield is 66.9%. Reaction SMILES: [CH3:1][N:2]1[C:7](=[O:8])[C:6]2[CH:9]=[CH:10][NH:11][C:5]=2[CH:4]=[N:3]1.[H-].[Na+].[Cl:14][C:15]1[CH:30]=[CH:29][C:18]([C:19]([C:21]2[CH:28]=[CH:27][C:24]([CH2:25]Br)=[CH:23][CH:22]=2)=[O:20])=[CH:17][CH:16]=1.O>CN(C=O)C>[Cl:14][C:15]1[CH:16]=[CH:17][C:18]([C:19]([C:21]2[CH:28]=[CH:27][C:24]([CH2:25][N:11]3[C:5]4[CH:4]=[N:3][N:2]([CH3:1])[C:7](=[O:8])[C:6]=4[CH:9]=[CH:10]3)=[CH:23][CH:22]=2)=[O:20])=[CH:29][CH:30]=1 |f:1.2|. Procedure: A solution of 5-methyl-1H-pyrrolo[2,3-d]pyridazin-4(5H)-one (298 mg) in DMF (10 ml) was dripped into a suspension of 60% sodium hydride-oil (96 mg) in DMF (8 ml) on an ice-water bath. The mixture was stirred at room temperature for 30 minutes, after which a solution of 4-(4-chlorobenzoyl)benzyl bromide (712 mg) in DMF (15 ml) was added and the mixture was further stirred at room temperature for 1.5 hours. The reaction was stopped by adding water and the reaction mixture was extracted with ethyl ... Reactants: O (Water), ClC1=CC=C(CC2(C=CC(CC2)(C)C)O)C=C1 (1-(4-chlorobenzyl)-4,4-dimethylcyclohex-2-en-1-ol), ClC1=CC=C(CC2(C=CC(CC2)(C)C)O)C=C1 (1-(4-chlorobenzyl)-4,4-dimethylcyclohex-2-en-1-ol), [Cr](=O)(=O)([O-])O[Cr](=O)(=O)[O-].[Na+].[Na+] (sodium dichromate), S(O)(O)(=O)=O (sulphuric acid). Run in C(C)OCC (diethyl ether), petroleum. Run at time 40 minute. The product is ClC1=CC=C(CC2=CC(C(CC2)(C)C)=O)C=C1 (1-(4-chlorobenzyl)-4,4-dimethylcyclohex -1-en-3-one). Yield: 189.6%. As a reaction SMILES: [Cl:1][C:2]1[CH:17]=[CH:16][C:5]([CH2:6][C:7]2(O)[CH2:12][CH2:11][C:10]([CH3:14])([CH3:13])[CH:9]=[CH:8]2)=[CH:4][CH:3]=1.[Cr](O[Cr]([O-])(=O)=O)([O-])(=O)=[O:19].[Na+].[Na+].S(=O)(=O)(O)O.O>C(OCC)C>[Cl:1][C:2]1[CH:17]=[CH:16][C:5]([CH2:6][C:7]2[CH2:12][CH2:11][C:10]([CH3:14])([CH3:13])[C:9](=[O:19])[CH:8]=2)=[CH:4][CH:3]=1 |f:1.2.3|. Procedure: A solution of the 1-(4-chlorobenzyl)-4,4-dimethylcyclohex-2-en-1-ol (368 g, 1.47 mol) obtained in (a) in 40/60 petroleum (40 ml) was added in a steady stream to a solution of sodium dichromate (217 g, 0.74 mol) in dilute sulphuric acid (250 g, 2.6 mol 98% sulphuric acid in 1.5 liters of water). The reaction mixture was then held at a temperature between 10° and 30° C. and stirred for 40 minutes. Water (500 ml) and diethyl ether (700 ml) were added and the aqueous layer extracted twice with dieth... Reactants: [Cl-].[NH4+] (ammonium chloride), C[Mg]Br.O1CCCC1 (methyl magnesium bromide tetrahydrofuran), C[Mg]Br.C(C)OCC (methyl magnesium bromide diethyl ether), C(C1=CC=CC=C1)O[C@H]1C([C@H](O[C@@H]1COCC1=CC=CC=C1)OC)=O ((2S,4R,5R)-4-(benzyloxy)-5-((benzyloxy)methyl)-2-methoxyoxolane-3-one). The solvent is C(C)(=O)OCC (ethyl acetate), O1CCCC1 (tetrahydrofuran). Run at temperature 0 celsius. The product is C(C1=CC=CC=C1)O[C@H]1[C@]([C@H](O[C@@H]1COCC1=CC=CC=C1)OC)(O)C ((2S,3R,4R,5R)-4-(benzyloxy)-5-((benzyloxy)methyl)-2-methoxy-3-methyloxolan-3-ol). As a reaction SMILES: C[Mg]Br.O1CCC[CH2:5]1.C[Mg]Br.C(OCC)C.[CH2:17]([O:24][C@@H:25]1[C@@H:29]([CH2:30][O:31][CH2:32][C:33]2[CH:38]=[CH:37][CH:36]=[CH:35][CH:34]=2)[O:28][C@H:27]([O:39][CH3:40])[C:26]1=[O:41])[C:18]1[CH:23]=[CH:22][CH:21]=[CH:20][CH:19]=1.[Cl-].[NH4+]>O1CCCC1.C(OCC)(=O)C>[CH2:17]([O:24][C@@H:25]1[C@@H:29]([CH2:30][O:31][CH2:32][C:33]2[CH:38]=[CH:37][CH:36]=[CH:35][CH:34]=2)[O:28][C@H:27]([O:39][CH3:40])[C@:26]1([CH3:5])[OH:41])[C:18]1[CH:19]=[CH:20][CH:21]=[CH:22][CH:23]=1 |f:0.1,2.3,5.6|. Procedure: 92 mL of a 1 mol/L methyl magnesium bromide/tetrahydrofuran solution and 23 mL of a 3 mol/L methyl magnesium bromide/diethyl ether solution were added dropwise to a solution of 23.2 g of (2S,4R,5R)-4-(benzyloxy)-5-((benzyloxy)methyl)-2-methoxyoxolane-3-one in 100 mL of tetrahydrofuran at −40° C., and the obtained mixture was then stirred at the same temperature as described above for 30 minutes. Thereafter, the temperature of the reaction mixture was increased to 0° C. over 1 hour, and 500 mL of...